This data is from the Open Reaction Database (ORD), a public repository of structured organic reaction records. The task is: describe an organic reaction: reactants, conditions, products, and yield The reactants are C/C=C/1\[C@@H](C(=CO[C@H]1O[C@H]2[C@@H]([C@H]([C@@H]([C@H](O2)CO)O)O)O)C(=O)OC)CC(=O)OCCC=3C=CC(=C(C3)O)O (Oleuropein), [OH-].[K+] (potassium hydroxide). The solvent is CO (methanol), Cl (HCl). Run at temperature 10 celsius. Yields the product C/C=C/1\[C@@H](C(=CO[C@H]1O[C@H]2[C@@H]([C@H]([C@@H]([C@H](O2)CO)O)O)O)C(=O)O)CC(=O)O (oleoside). Reaction SMILES: [CH3:1]/[CH:2]=[C:3]1\[C@H:4]([CH2:25][C:26]([O:28]CCC2C=CC(O)=C(O)C=2)=[O:27])[C:5]([C:21]([O:23]C)=[O:22])=[CH:6][O:7][C@H:8]\1[O:9][C@@H:10]1[O:15][C@H:14]([CH2:16][OH:17])[C@@H:13]([OH:18])[C@H:12]([OH:19])[C@H:11]1[OH:20].[OH-].[K+]>CO.Cl>[CH3:1]/[CH:2]=[C:3]1\[C@H:4]([CH2:25][C:26]([OH:28])=[O:27])[C:5]([C:21]([OH:23])=[O:22])=[CH:6][O:7][C@H:8]\1[O:9][C@@H:10]1[O:15][C@H:14]([CH2:16][OH:17])[C@@H:13]([OH:18])[C@H:12]([OH:19])[C@H:11]1[OH:20] |f:1.2|. Procedure details: Oleuropein (1 g) is dispersed in 50 ml of methanol. The solution is cooled to about 10° C. and treated with stirring with about 2 g of potassium hydroxide pellets. The mixture is allowed to warm to room temperature and after about 6 hours, the reaction mixture is diluted with about 60 ml of 6 N HCl (pH about 7.5) and evaporated to dryness. The chromatographic purification of the product mixture provides oleoside [Formula I; R=glycosyl, R1=methyl]. The purified oleoside is formulated into a solid... Reactants: CNc1ccccc1, CN(C)c1ccncc1, Cc1ccccc1, CCOC(=O)N1CCC(N=C=S)CC1. Product: CCOC(=O)N1CCC(NC(=S)N(C)c2ccccc2)CC1. Reaction SMILES: [CH3:15][NH:16][c:17]1[cH:18][cH:19][cH:20][cH:21][cH:22]1.[CH3:23][N:24]([CH3:25])[c:26]1[cH:27][cH:28][n:29][cH:30][cH:31]1.[CH3:32][c:33]1[cH:34][cH:35][cH:36][cH:37][cH:38]1.[N:1](=[C:2]=[S:3])[CH:4]1[CH2:5][CH2:6][N:7]([C:10](=[O:11])[O:12][CH2:13][CH3:14])[CH2:8][CH2:9]1>>[NH:1]([C:2](=[S:3])[N:16]([CH3:15])[c:17]1[cH:18][cH:19][cH:20][cH:21][cH:22]1)[CH:4]1[CH2:5][CH2:6][N:7]([C:10](=[O:11])[O:12][CH2:13][CH3:14])[CH2:8][CH2:9]1.